This data is from the Open Reaction Database (ORD), a public repository of structured organic reaction records. The task is: describe an organic reaction: reactants, conditions, products, and yield Reactants: COC(CC1=CC(=C(C=C1)OC)OC1=C(C=C(C=C1)Br)CN1C(O[C@@H]([C@@H]1C)C1=CC=CC=C1)=O)=O ({3-[4-bromo-2-((4S,5R)-4-methyl-2-oxo-5-phenyl-oxazolidin-3-ylmethyl)-phenoxy]-4-methoxy-phenyl}-acetic acid methyl ester), CN1N=CC(=C1)B1OC(C)(C)C(C)(C)O1 (1-methylpyrazole-4-boronic acid pinacol ester). Yields the product BrC1=CC(=C(OC=2C=C(C=CC2OC)CC(=O)O)C=C1)CN1C(O[C@@H]([C@@H]1C)C1=CC=CC=C1)=O ({3-[4-Bromo-2-((4S,5R)-4-methyl-2-oxo-5-phenyl-oxazolidin-3-ylmethyl)-phenoxy]-4-methoxy-phenyl}-acetic acid). Reaction SMILES: C[O:2][C:3](=[O:35])[CH2:4][C:5]1[CH:10]=[CH:9][C:8]([O:11][CH3:12])=[C:7]([O:13][C:14]2[CH:19]=[CH:18][C:17]([Br:20])=[CH:16][C:15]=2[CH2:21][N:22]2[C@@H:26]([CH3:27])[C@@H:25]([C:28]3[CH:33]=[CH:32][CH:31]=[CH:30][CH:29]=3)[O:24][C:23]2=[O:34])[CH:6]=1.CN1C=C(B2OC(C)(C)C(C)(C)O2)C=N1>>[Br:20][C:17]1[CH:18]=[CH:19][C:14]([O:13][C:7]2[CH:6]=[C:5]([CH2:4][C:3]([OH:35])=[O:2])[CH:10]=[CH:9][C:8]=2[O:11][CH3:12])=[C:15]([CH2:21][N:22]2[C@@H:26]([CH3:27])[C@@H:25]([C:28]3[CH:33]=[CH:32][CH:31]=[CH:30][CH:29]=3)[O:24][C:23]2=[O:34])[CH:16]=1. Procedure details: Prepared according to the procedure described in Example 19, Step 3, using the following starting materials: {3-[4-bromo-2-((4S,5R)-4-methyl-2-oxo-5-phenyl-oxazolidin-3-ylmethyl)-phenoxy]-4-methoxy-phenyl}-acetic acid methyl ester and 1-methylpyrazole-4-boronic acid pinacol ester. The reactants are ClC1=NC=C2C(=N1)NN=C2C2=C(C(=CC=C2OC)F)F (6-Chloro-3-(2,3-difluoro-6-methoxy-phenyl)-1H-pyrazolo[3,4-d]pyrimidine), C([O-])(O)=O.[Na+] (sodium bicarbonate), CS(=O)(=O)N1CCC(CC1)N (1-methanesulfonyl-piperidin-4-ylamine). As a reaction SMILES: Cl[C:2]1[N:7]=[C:6]2[NH:8][N:9]=[C:10]([C:11]3[C:16]([O:17][CH3:18])=[CH:15][CH:14]=[C:13]([F:19])[C:12]=3[F:20])[C:5]2=[CH:4][N:3]=1.C(=O)(O)[O-].[Na+].[CH3:26][S:27]([N:30]1[CH2:35][CH2:34][CH:33]([NH2:36])[CH2:32][CH2:31]1)(=[O:29])=[O:28]>CN(C=O)C>[F:20][C:12]1[C:13]([F:19])=[CH:14][CH:15]=[C:16]([O:17][CH3:18])[C:11]=1[C:10]1[C:5]2[C:6](=[N:7][C:2]([NH:36][CH:33]3[CH2:34][CH2:35][N:30]([S:27]([CH3:26])(=[O:29])=[O:28])[CH2:31][CH2:32]3)=[N:3][CH:4]=2)[NH:8][N:9]=1 |f:1.2|. The product is FC1=C(C(=CC=C1F)OC)C1=NNC2=NC(=NC=C21)NC2CCN(CC2)S(=O)(=O)C ([3-(2,3-Difluoro-6-methoxy-phenyl)-1H-pyrazolo[3,4-d]pyrimidin-6-yl]-(1-methanesulfonyl-piperidin-4-yl)-amine). Reported procedure: To a stirred solution of 6-chloro-3-(2,3-difluoro-6-methoxy-phenyl)-1H-pyrazolo[3,4-d]pyrimidine (Example 3, 148 mg, 0.50 mmol) in DMF (2.5 mL), sodium bicarbonate (100 mg) and 1-methanesulfonyl-piperidin-4-ylamine, 125 mg, 0.70 mmol) were added and the mixture was stirred at 100° C. for 4 hours. The solvent was removed under reduced pressure and the residue was treated with water. The solid was filtered and dried. Recrystallization from 2% MeOH/CH2Cl2 gave 92 mg off-white solid. 42%. MS (M+H)+,... Run at temperature 100 celsius, time 4 hour. The solvent is CN(C)C=O (DMF). The reactants are O=C=Nc1ccc(Cl)cc1, COC(=O)C(Cc1ccc(OC)c(CO)c1)C(=O)OC. Yields the product COC(=O)C(Cc1ccc(OC)c(COC(=O)Nc2ccc(Cl)cc2)c1)C(=O)OC. Reaction SMILES: [Cl:21][c:22]1[cH:23][cH:24][c:25]([N:28]=[C:29]=[O:30])[cH:26][cH:27]1.[OH:1][CH2:2][c:3]1[cH:4][c:5]([CH2:6][CH:7]([C:8](=[O:9])[O:10][CH3:11])[C:12](=[O:13])[O:14][CH3:15])[cH:16][cH:17][c:18]1[O:19][CH3:20]>>[O:1]([CH2:2][c:3]1[cH:4][c:5]([CH2:6][CH:7]([C:8](=[O:9])[O:10][CH3:11])[C:12](=[O:13])[O:14][CH3:15])[cH:16][cH:17][c:18]1[O:19][CH3:20])[C:29]([NH:28][c:25]1[cH:24][cH:23][c:22]([Cl:21])[cH:27][cH:26]1)=[O:30]. Starting materials: C(C1=CC=CC=C1)OC(NCCCCCC(=O)N1CC(C(C1)CO)O)=O ([6-(3-Hydroxy-4-hydroxymethyl-pyrrolidin-1-yl)-6-oxo-hexyl]-carbamic acid benzyl ester), N1=CC=CC=C1 (pyridine), CN(C)C1=NC=CC=C1 (dimethylamino pyridine), C(C1=CC=C(OC)C=C1)(C1=CC=C(OC)C=C1)(C1=CC=CC=C1)Cl (DMT-Cl), N1=CC=CC=C1 (pyridine). Reaction conditions: time 16 hour. Yields the product C(C1=CC=CC=C1)OC(NCCCCCC(=O)N1CC(C(C1)O)C(OC(C1=CC=C(C=C1)OC)C1=CC=C(C=C1)OC)C1=CC=CC=C1)=O ((6-{3-[Bis-(4-methoxy-phenyl)-phenyl-methoxymethyl]-4-hydroxy-pyrrolidin-1-yl}-6-oxo-hexyl)-carbamic acid benzyl ester). RXN SMILES: [CH2:1]([O:8][C:9](=[O:26])[NH:10][CH2:11][CH2:12][CH2:13][CH2:14][CH2:15][C:16]([N:18]1[CH2:22][CH:21]([CH2:23][OH:24])[CH:20]([OH:25])[CH2:19]1)=[O:17])[C:2]1[CH:7]=[CH:6][CH:5]=[CH:4][CH:3]=1.CN([C:30]1[CH:35]=[CH:34][CH:33]=[CH:32]N=1)C.[C:36](Cl)(C1C=CC=CC=1)([C:45]1[CH:52]=[CH:51][C:48]([O:49][CH3:50])=[CH:47][CH:46]=1)[C:37]1[CH:44]=[CH:43][C:40]([O:41][CH3:42])=[CH:39][CH:38]=1.N1C=CC=C[CH:61]=1>>[CH2:1]([O:8][C:9](=[O:26])[NH:10][CH2:11][CH2:12][CH2:13][CH2:14][CH2:15][C:16]([N:18]1[CH2:19][CH:20]([OH:25])[CH:21]([CH:23]([C:32]2[CH:61]=[CH:30][CH:35]=[CH:34][CH:33]=2)[O:24][CH:36]([C:37]2[CH:44]=[CH:43][C:40]([O:41][CH3:42])=[CH:39][CH:38]=2)[C:45]2[CH:46]=[CH:47][C:48]([O:49][CH3:50])=[CH:51][CH:52]=2)[CH2:22]1)=[O:17])[C:2]1[CH:3]=[CH:4][CH:5]=[CH:6][CH:7]=1. Procedure: Referring to scheme 16, compound 63 (3.65 g, 10 mmol) was co-evaporated with anhydrous pyridine three times and then dissolved in pyridine (10 mL). To this solution dimethylamino pyridine (0.122 g, 1 mmol) and DMT-Cl (3.55 g, 10.5 mmol, 1.05 equiv.) were added at room temperature. The reaction mixture was stirred at room temperature for 16 h. The excess DMT-Cl was quenched by the addition of methanol (10 mL). The solution was dried under reduced pressure. To the residue was suspended in ethyl ac... Starting materials: C(CCC)[Li] (n-butyllithium), BrC1=NC(=CC=C1)Br (2,6-Dibromopyridine), C1(=CC=C(C=C1)S(=O)(=O)C#N)C (p-toluenesulfonyl cyanide), C(CCC)[Mg]Cl (n-Butylmagnesium chloride). Solvent: CCCCCC (hexane), C(C)(=O)O (acetic acid), C1(=CC=CC=C1)C (toluene), O1CCCC1 (tetrahydrofuran). Conditions: temperature 0 celsius, time 15 minute. Product: BrC1=CC=CC(=N1)C#N (6-bromo-2-cyanopyridine). Isolated yield 51.5%. RXN SMILES: C([Mg]Cl)CCC.C([Li])CCC.Br[C:13]1[CH:18]=[CH:17][CH:16]=[C:15]([Br:19])[N:14]=1.C1(C)C=CC(S([C:29]#[N:30])(=O)=O)=CC=1>O1CCCC1.CCCCCC.C1(C)C=CC=CC=1.C(O)(=O)C>[Br:19][C:15]1[N:14]=[C:13]([C:29]#[N:30])[CH:18]=[CH:17][CH:16]=1. Reported procedure: n-Butylmagnesium chloride (3.49 mmol) in 2.05M tetrahydrofuran solution (1.70 mL) was added to ice-cooled n-butyllithium (7.03 mmol) in 1.45M hexane (4.85 mL). The mixture was stirred at 0° C. for 15 minutes, and cooled to −10° C. to give a suspension. 2,6-Dibromopyridine (2.37 g, 10 mmol) in toluene (25 mL) was added to the suspension below −5° C. over a period of 10 minutes or more. The mixture was stirred at −10° C. for 3 hours, and p-toluenesulfonyl cyanide (2.48 g, 13.3 mmol) was added. Aft... Reactants: [Cl-].[NH4+] (ammonium chloride), [OH-].[NH4+] (ammonium hydroxide), aqueous bleach solution, solution, NCl (monochloramine), COC(=O)C=1NC=C(C1)C#N (4-Cyano-1H-pyrrole-2-carboxylic acid methyl ester), [H-].[Na+] (sodium hydride), oil. Solvent: C(C)OCC (diethyl ether), CCOCC (ether), CN(C=O)C (N,N-dimethylformamide). Conditions: temperature -5 celsius, time 30 minute. Product: COC(=O)C=1N(C=C(C1)C#N)N (1-amino-4-cyano-1H-pyrrole-2-carboxylic acid methyl ester). Reaction SMILES: [Cl-].[NH4+:2].[OH-].[NH4+].[CH3:5][O:6][C:7]([C:9]1[NH:10][CH:11]=[C:12]([C:14]#[N:15])[CH:13]=1)=[O:8].[H-].[Na+].NCl>C(OCC)C.CN(C)C=O>[CH3:5][O:6][C:7]([C:9]1[N:10]([NH2:2])[CH:11]=[C:12]([C:14]#[N:15])[CH:13]=1)=[O:8] |f:0.1,2.3,5.6|. Procedure: Solid ammonium chloride (5.8 g, 109.4 mmol) was suspended in diethyl ether (300 mL) and the suspension was cooled to −5° C. To this were added 29.56% aqueous ammonium hydroxide solution (16 mL) and 6.15% aqueous bleach solution (“Chlorox”, 240 mL) over a period of 15 min. The mixture was stirred for 30 min at −5° C. and then the layers were separated. The organic layer was washed with brine, filtered over sodium sulfate and stored over solid calcium chloride at −5° C. 4-Cyano-1H-pyrrole-2-carbox... The reactants are reagent, C(#N)N1CCN(CC1)C1=NC2=CC(=C(C=C2C(=N1)N)OC)OC (2-(4-cyanopiperazin-1-yl)-4-amino-6,7-dimethoxyquinazoline), Cl (hydrogen chloride), Congo red, C(C)OCC (ethyl ether), [OH-].[Na+] (sodium hydroxide). The solvent is CO (methanol). Run at temperature 0 celsius, time 2 hour. Yields the product COC(=N)N1CCN(CC1)C1=NC2=CC(=C(C=C2C(=N1)N)OC)OC (4-(4-Amino-6,7-dimethoxyquinazolin-2-yl)piperazine-1-imidic Acid Methyl Ester). As a reaction SMILES: [C:1]([N:3]1[CH2:8][CH2:7][N:6]([C:9]2[N:18]=[C:17]([NH2:19])[C:16]3[C:11](=[CH:12][C:13]([O:22][CH3:23])=[C:14]([O:20][CH3:21])[CH:15]=3)[N:10]=2)[CH2:5][CH2:4]1)#[N:2].[CH2:24]([O:26]CC)C.Cl.[OH-].[Na+]>CO>[CH3:24][O:26][C:1]([N:3]1[CH2:8][CH2:7][N:6]([C:9]2[N:18]=[C:17]([NH2:19])[C:16]3[C:11](=[CH:12][C:13]([O:22][CH3:23])=[C:14]([O:20][CH3:21])[CH:15]=3)[N:10]=2)[CH2:5][CH2:4]1)=[NH:2] |f:3.4|. Procedure: Under anhydrous conditions, 6.3 g. (0.02 mole) of 2-(4-cyanopiperazin-1-yl)-4-amino-6,7-dimethoxyquinazoline is dissolved in 150 ml. of ethyl ether and 1.8 ml. (0.044 mole) of reagent grade methanol is added. The solution is cooled to 0° C. and anhydrous hydrogen chloride is added until the solution is acid to Congo red paper. The resulting mixture is stored at 0° C. for 2 hours, then allowed to warm to room temperature (25° C) overnight. The reaction mixture is made alkaline with 2N sodium hydr... The reactants are CCO, CN(C)CCOc1ccc([N+](=O)[O-])cc1, Cl. Product: CN(C)CCOc1ccc(N)cc1, Cl. Reaction SMILES: [CH3:17][CH2:18][OH:19].[CH3:2][N:3]([CH2:4][CH2:5][O:6][c:7]1[cH:8][cH:9][c:10]([N+:13]([O-:14])=[O:15])[cH:11][cH:12]1)[CH3:16].[ClH:1]>>[CH3:2][N:3]([CH2:4][CH2:5][O:6][c:7]1[cH:8][cH:9][c:10]([NH2:13])[cH:11][cH:12]1)[CH3:16].[ClH:1]. Reactants: C(C)(C)(C)OC(=O)N[C@H](C(=O)N[C@H](C(=O)O)CC1=CC(=C(C=C1)OCC(=O)OC)C(=O)OC)CC1=CC=CC=C1 ((2S)-2-({(2S)-2-[(tert-butoxycarbonyl)amino]-3-phenylpropanoyl}amino)-3-[3-(methoxycarbonyl)-4-(2-methoxy-2-oxoethoxy)phenyl]propanoic acid), Cl.NC(CC1=CNC2=CC=C(C=C12)OCC1=CC=CC=C1)C (3-(2-aminopropyl)-5-(benzyloxy)-indole hydrochloride). The product is C(C1=CC=CC=C1)OC=1C=C2C(=CNC2=CC1)CC(C)NC([C@H](CC=1C=CC(=C(C(=O)O)C1)OCC(=O)O)NC([C@H](CC1=CC=CC=C1)NC(=O)OC(C)(C)C)=O)=O (5-[(2S)-3-({2-[5-(Benzyloxy)-1H-indol-3-yl]-1-methylethyl}amino)-2-({(2S)-2-[(tert-butoxycarbonyl)amino]-3-phenylpropanoyl}amino)-3-oxopropyl]-2-(carboxymethoxy)benzoic Acid). The yield is 33.6%. As a reaction SMILES: [C:1]([O:5][C:6]([NH:8][C@@H:9]([CH2:34][C:35]1[CH:40]=[CH:39][CH:38]=[CH:37][CH:36]=1)[C:10]([NH:12][C@@H:13]([CH2:17][C:18]1[CH:23]=[CH:22][C:21]([O:24][CH2:25][C:26]([O:28]C)=[O:27])=[C:20]([C:30]([O:32]C)=[O:31])[CH:19]=1)[C:14](O)=[O:15])=[O:11])=[O:7])([CH3:4])([CH3:3])[CH3:2].Cl.[NH2:42][CH:43]([CH3:62])[CH2:44][C:45]1[C:53]2[C:48](=[CH:49][CH:50]=[C:51]([O:54][CH2:55][C:56]3[CH:61]=[CH:60][CH:59]=[CH:58][CH:57]=3)[CH:52]=2)[NH:47][CH:46]=1>>[CH2:55]([O:54][C:51]1[CH:52]=[C:53]2[C:48](=[CH:49][CH:50]=1)[NH:47][CH:46]=[C:45]2[CH2:44][CH:43]([NH:42][C:14](=[O:15])[C@@H:13]([NH:12][C:10](=[O:11])[C@@H:9]([NH:8][C:6]([O:5][C:1]([CH3:2])([CH3:3])[CH3:4])=[O:7])[CH2:34][C:35]1[CH:36]=[CH:37][CH:38]=[CH:39][CH:40]=1)[CH2:17][C:18]1[CH:23]=[CH:22][C:21]([O:24][CH2:25][C:26]([OH:28])=[O:27])=[C:20]([CH:19]=1)[C:30]([OH:32])=[O:31])[CH3:62])[C:56]1[CH:61]=[CH:60][CH:59]=[CH:58][CH:57]=1 |f:1.2|. Reported procedure: Synthesis was performed from (2S)-2-({(2S)-2-[(tert-butoxycarbonyl)amino]-3-phenylpropanoyl}amino)-3-[3-(methoxycarbonyl)-4-(2-methoxy-2-oxoethoxy)phenyl]propanoic acid (68 mg, 0.12 mmol) and 3-(2-aminopropyl)-5-(benzyloxy)-indole hydrochloride (46 mg, 0.15 mmol) according to Method C with HPLC purification to give the title compound (32 mg) as a diasteromeric mixture. IR (KBr) 3409, 1681, 1652 cm−1; HRMS m/z 792.3360 (calc. of monoisotopic mass for C44H48N4O10 gives 792.3370).